From a dataset of the Open Reaction Database (ORD), a public repository of structured organic reaction records. describe an organic reaction: reactants, conditions, products, and yield Reactants: CC(=O)O, [H][H], O=C(c1ccc([N+](=O)[O-])cc1)N1CCC(C(=O)NO)(S(=O)(=O)c2ccc(Oc3ccc(C(F)(F)F)cc3)cc2)CC1. Product: Nc1ccc(C(=O)N2CCC(C(=O)NO)(S(=O)(=O)c3ccc(Oc4ccc(C(F)(F)F)cc4)cc3)CC2)cc1. Reaction SMILES: [CH3:44][C:45](=[O:46])[OH:47].[H:42][H:43].[OH:1][NH:2][C:3](=[O:4])[C:5]1([S:22](=[O:23])(=[O:24])[c:25]2[cH:26][cH:27][c:28]([O:31][c:32]3[cH:33][cH:34][c:35]([C:38]([F:39])([F:40])[F:41])[cH:36][cH:37]3)[cH:29][cH:30]2)[CH2:6][CH2:7][N:8]([C:11](=[O:12])[c:13]2[cH:14][cH:15][c:16]([N+:19]([O-:20])=[O:21])[cH:17][cH:18]2)[CH2:9][CH2:10]1>>[OH:1][NH:2][C:3](=[O:4])[C:5]1([S:22](=[O:23])(=[O:24])[c:25]2[cH:26][cH:27][c:28]([O:31][c:32]3[cH:33][cH:34][c:35]([C:38]([F:39])([F:40])[F:41])[cH:36][cH:37]3)[cH:29][cH:30]2)[CH2:6][CH2:7][N:8]([C:11](=[O:12])[c:13]2[cH:14][cH:15][c:16]([NH2:19])[cH:17][cH:18]2)[CH2:9][CH2:10]1. Reaction SMILES: [CH3:1][O:2][c:3]1[n:4][cH:5][cH:6][cH:7][c:8]1[CH:9]=[O:10].[CH3:23][OH:24].[K+:12].[N+:13](#[C-:14])[CH2:15][C:16](=[O:17])[N:18]1[CH2:19][CH2:20][CH2:21][CH2:22]1.[OH-:11]>>[CH3:1][O:2][c:3]1[n:4][cH:5][cH:6][cH:7][c:8]1[CH:9]1[O:10][CH:14]=[N:13][CH:15]1[C:16](=[O:17])[N:18]1[CH2:19][CH2:20][CH2:21][CH2:22]1. Reactants: COc1ncccc1C=O, CO, [K+], [C-]#[N+]CC(=O)N1CCCC1, [OH-]. Product: COc1ncccc1C1OC=NC1C(=O)N1CCCC1. Reactants: NS(=O)(=O)c1ccc(Br)cc1, COC(OC)N(C)C, CN(C)C=O, O. The product is CN(C)C=NS(=O)(=O)c1ccc(Br)cc1. RXN SMILES: [Br:1][c:2]1[cH:3][cH:4][c:5]([S:8](=[O:9])(=[O:10])[NH2:11])[cH:6][cH:7]1.[CH3:12][O:13][CH:14]([N:15]([CH3:16])[CH3:17])[O:18][CH3:19].[CH3:21][N:22]([CH3:23])[CH:24]=[O:25].[OH2:20]>>[Br:1][c:2]1[cH:3][cH:4][c:5]([S:8](=[O:9])(=[O:10])[N:11]=[CH:14][N:15]([CH3:16])[CH3:17])[cH:6][cH:7]1. The reactants are C(C1=CC=CC=C1)SC1=NC=C2C(=N1)N(C(N(C2)C2=C(C=CC=C2)Cl)=O)C(COCC)COCC (7-benzylthio-3-(2-chlorophenyl)-1-(2-ethoxy-1-ethoxymethylethyl)-3,4-dihydropyrimido[4,5-d]pyrimidin-2(1H)-one), ClC1=CC(=CC=C1)C(=O)OO (3-chloroperbenzoic acid). The solvent is ClCCl (dichloromethane). Reaction conditions: time 1 hour. The product is C(C1=CC=CC=C1)S(=O)C1=NC=C2C(=N1)N(C(N(C2)C2=C(C=CC=C2)Cl)=O)C(COCC)COCC (7-benzylsulfinyl-3-(2-chlorophenyl)-1-(2-ethoxy-1-ethoxymethylethyl)-3,4-dihydropyrimido[4,5-d]pyrimidin-2(1H)-one). Reaction SMILES: [CH2:1]([S:8][C:9]1[N:14]=[C:13]2[N:15]([CH:27]([CH2:32][O:33][CH2:34][CH3:35])[CH2:28][O:29][CH2:30][CH3:31])[C:16](=[O:26])[N:17]([C:19]3[CH:24]=[CH:23][CH:22]=[CH:21][C:20]=3[Cl:25])[CH2:18][C:12]2=[CH:11][N:10]=1)[C:2]1[CH:7]=[CH:6][CH:5]=[CH:4][CH:3]=1.ClC1C=CC=C(C(OO)=[O:44])C=1>ClCCl>[CH2:1]([S:8]([C:9]1[N:14]=[C:13]2[N:15]([CH:27]([CH2:32][O:33][CH2:34][CH3:35])[CH2:28][O:29][CH2:30][CH3:31])[C:16](=[O:26])[N:17]([C:19]3[CH:24]=[CH:23][CH:22]=[CH:21][C:20]=3[Cl:25])[CH2:18][C:12]2=[CH:11][N:10]=1)=[O:44])[C:2]1[CH:7]=[CH:6][CH:5]=[CH:4][CH:3]=1. Procedure details: A suspension of 7-benzylthio-3-(2-chlorophenyl)-1-(2-ethoxy-1-ethoxymethylethyl)-3,4-dihydropyrimido[4,5-d]pyrimidin-2(1H)-one (566 mg, 1.1 mmol) in dichloromethane (5 mL) was cooled in an ice bath and 3-chloroperbenzoic acid was added. The reaction mixture was stirred for 1 hour, concentrated in vacuo, and the residue was purified by column chromatography on silica gel using 98:2 dichloromethane/methanol. The column fractions containing product were combined and concentrated in vacuo to yield 4... The solvent is N1=CC=CC=C1 (pyridine). Yield: 89.5%. RXN SMILES: [NH2:1][C:2]1[C:7]([Cl:8])=[C:6]([O:9][CH2:10][CH:11]([O:14][CH3:15])[O:12][CH3:13])[CH:5]=[CH:4][C:3]=1[C:16](=[O:18])[CH3:17].[CH:19]([C:22]1[S:23][CH:24]=[C:25]([C:27](O)=[O:28])[N:26]=1)([CH3:21])[CH3:20].O=P(Cl)(Cl)Cl>N1C=CC=CC=1>[C:16]([C:3]1[C:2]([NH:1][C:27]([C:25]2[N:26]=[C:22]([CH:19]([CH3:21])[CH3:20])[S:23][CH:24]=2)=[O:28])=[C:7]([Cl:8])[C:6]([O:9][CH2:10][CH:11]([O:12][CH3:13])[O:14][CH3:15])=[CH:5][CH:4]=1)(=[O:18])[CH3:17]. Run at temperature -10 celsius, time 2 hour. The product is C(C)(=O)C1=CC=C(C(=C1NC(=O)C=1N=C(SC1)C(C)C)Cl)OCC(OC)OC (2-Isopropyl-thiazole-4-carboxylic acid [6-acetyl-2-chloro-3-(2,2-dimethoxy-ethoxy)-phenyl]-amide). The reactants are NC1=C(C=CC(=C1Cl)OCC(OC)OC)C(C)=O (1-[2-amino-3-chloro-4-(2,2-dimethoxy-ethoxy)phenyl]-ethanone), C(C)(C)C=1SC=C(N1)C(=O)O (2-isopropyl-thiazole-4-carboxylic acid), O=P(Cl)(Cl)Cl (POCl3). Procedure: 1-[2-amino-3-chloro-4-(2,2-dimethoxy-ethoxy)phenyl]-ethanone (3.98 g, 14.6 mmol) and 2-isopropyl-thiazole-4-carboxylic acid (2.5 g, 14.6 mmol) was dissolved in pyridine (40 mL) and was cooled to −10° C. POCl3 (1.74 mL, 19.0 mmol) was added dropwise. The reaction was stirred at −10° C. for 2 hours. The reaction was quenched with CH3OH (5 mL). After 15 minutes, the reaction was taken up in EtOAc and extracted with 2N HCl(aq). The organic layer was dried with Na2SO4, filtered and was concentrated. ...